Dataset: the Open Reaction Database (ORD), a public repository of structured organic reaction records. Task: describe an organic reaction: reactants, conditions, products, and yield Starting materials: COC=1C(=CC(=C2C1OC(=CC2=O)C=3C=CC=CC3)O)O (Wogonin), C=O (formaldehyde), OCCN1CCNCC1 (4-N-hydroxyethyl-piperazine). The solvent is CO (methanol). Run at temperature 50 celsius, time 4 hour. Yields the product OCCN1CCN(CC1)CC=1C(=C2C(C=C(OC2=C(C1O)OC)C1=CC=CC=C1)=O)O (6-((4-(2-hydroxyethyl) piperazin-1-yl)methyl)-5,7-dihydroxy-8-methoxy-2-phenyl-4H-chromen-4-one). Reaction SMILES: [CH3:1][O:2][C:3]1[C:4]([OH:21])=[CH:5][C:6]([OH:20])=[C:7]2[C:12](=[O:13])[CH:11]=[C:10]([C:14]3[CH:15]=[CH:16][CH:17]=[CH:18][CH:19]=3)[O:9][C:8]=12.[CH2:22]=O.[OH:24][CH2:25][CH2:26][N:27]1[CH2:32][CH2:31][NH:30][CH2:29][CH2:28]1>CO>[OH:24][CH2:25][CH2:26][N:27]1[CH2:32][CH2:31][N:30]([CH2:22][C:5]2[C:6]([OH:20])=[C:7]3[C:8](=[C:3]([O:2][CH3:1])[C:4]=2[OH:21])[O:9][C:10]([C:14]2[CH:19]=[CH:18][CH:17]=[CH:16][CH:15]=2)=[CH:11][C:12]3=[O:13])[CH2:29][CH2:28]1. Procedure: The mixture of Wogonin (28.4 g), methanol (350 ml), 37% formaldehyde solution (8.04 ml), 4-N-hydroxyethyl-piperazine (13.1 g) was stirred under for 4 hours at 50° C., then precipitates were removed by filtration and washed several times with methanol, after drying under reduced pressure at 65° C. to get the product as yellow solid 41.7 g of purity 99.5%. MS: (API-ES) m/z 427.5[M+H]+, 449.5[M+Na]+; 1H NMR (DMSO-d6/CF3COOD, 400 MHz): δ 8.11˜8.13 (m, 2H, Ar-2′,6′-H), 7.62˜7.67 (m, 3H, Ar-3′,4′,5′-H...